Dataset: the Open Reaction Database (ORD), a public repository of structured organic reaction records. Task: describe an organic reaction: reactants, conditions, products, and yield Reactants: O=C1CCC(=O)N1Br, ClCCl, CC(C)n1cc(C(=O)O)c2ccc(C(F)(F)F)cc21, Nc1nccs1, c1ccc(P(c2ccccc2)c2ccccc2)cc1. The product is CC(C)n1cc(C(=O)Nc2nccs2)c2ccc(C(F)(F)F)cc21. As a reaction SMILES: [Br:20][N:21]1[C:22](=[O:23])[CH2:24][CH2:25][C:26]1=[O:27].[CH2:53]([Cl:54])[Cl:55].[CH:28]([CH3:29])([CH3:30])[n:31]1[cH:32][c:33]([C:44](=[O:45])[OH:46])[c:34]2[cH:35][cH:36][c:37]([C:40]([F:41])([F:42])[F:43])[cH:38][c:39]12.[NH2:47][c:48]1[s:49][cH:50][cH:51][n:52]1.[c:1]1([P:2]([c:3]2[cH:4][cH:5][cH:6][cH:7][cH:8]2)[c:9]2[cH:10][cH:11][cH:12][cH:13][cH:14]2)[cH:15][cH:16][cH:17][cH:18][cH:19]1>>[CH:28]([CH3:29])([CH3:30])[n:31]1[cH:32][c:33]([C:44](=[O:46])[NH:47][c:48]2[s:49][cH:50][cH:51][n:52]2)[c:34]2[cH:35][cH:36][c:37]([C:40]([F:41])([F:42])[F:43])[cH:38][c:39]12.